Dataset: the Open Reaction Database (ORD), a public repository of structured organic reaction records. Task: describe an organic reaction: reactants, conditions, products, and yield Reactants: ClC=1C=C(C=CC1F)NC(=O)C1=NON=C1CO (N-(3-chloro-4-fluorophenyl)-4-(hydroxymethyl)-1,2,5-oxadiazole-3-carbo x-amide), CC(=O)OI1(C=2C=CC=CC2C(=O)O1)(OC(=O)C)OC(=O)C (Dess-Martin periodinane), C(Cl)Cl (DCM). Solvent: C([O-])(O)=O.[Na+] (sodium bicarbonate). Yields the product ClC=1C=C(C=CC1F)NC(=O)C1=NON=C1C=O (N-(3-Chloro-4-fluorophenyl)-4-formyl-1,2,5-oxadiazole-3-carboxamide). Isolated yield 88.9%. RXN SMILES: [Cl:1][C:2]1[CH:3]=[C:4]([NH:9][C:10]([C:12]2[C:16]([CH2:17][OH:18])=[N:15][O:14][N:13]=2)=[O:11])[CH:5]=[CH:6][C:7]=1[F:8].CC(OI1(OC(C)=O)(OC(C)=O)OC(=O)C2C=CC=CC1=2)=O.C(Cl)Cl>C(=O)(O)[O-].[Na+]>[Cl:1][C:2]1[CH:3]=[C:4]([NH:9][C:10]([C:12]2[C:16]([CH:17]=[O:18])=[N:15][O:14][N:13]=2)=[O:11])[CH:5]=[CH:6][C:7]=1[F:8] |f:3.4|. Procedure details: A solution of N-(3-chloro-4-fluorophenyl)-4-(hydroxymethyl)-1,2,5-oxadiazole-3-carbo x-amide (8.50 g, 31.3 mmol), Dess-Martin periodinane (14.6 g, 34.4 mmol) and DCM (400 mL) was stirred at 25° C. for 3 h. The reaction was diluted with a saturated sodium bicarbonate solution and extracted with ethyl acetate three times, dried with sodium sulfate, filtered, and concentrated in vacuo. The crude residue was purified by flash column chromatography to yield the desired product (7.50 g, 89%). LCMS for... Reactants: Cl.C(C1=CC=CC=C1)(C1=CC=CC=C1)[C@@H]1CNCC[C@@H]1OCC1=CC(=CC(=C1)C(F)(F)F)F (cis-3-Benzhydryl-4-[[3-fluoro-5-(trifluoromethyl)benzyl]oxy]piperidine hydrochloride), O (water), CS(=O)(=O)Cl (methylsulfonyl chloride). Solvent: C1CCOC1 (THF), CCN(CC)CC (Et3N). Product: C(C1=CC=CC=C1)(C1=CC=CC=C1)[C@@H]1CN(CC[C@@H]1OCC1=CC(=CC(=C1)C(F)(F)F)F)S(=O)(=O)C (cis-3-Benzhydryl-4-[[3-fluoro-5-(trifluoromethyl)benzyl]oxy]-1-(methylsulfonyl)piperidine). RXN SMILES: Cl.[CH:2]([C@H:15]1[C@@H:20]([O:21][CH2:22][C:23]2[CH:28]=[C:27]([C:29]([F:32])([F:31])[F:30])[CH:26]=[C:25]([F:33])[CH:24]=2)[CH2:19][CH2:18][NH:17][CH2:16]1)([C:9]1[CH:14]=[CH:13][CH:12]=[CH:11][CH:10]=1)[C:3]1[CH:8]=[CH:7][CH:6]=[CH:5][CH:4]=1.[CH3:34][S:35](Cl)(=[O:37])=[O:36].O>C1COCC1.CCN(CC)CC>[CH:2]([C@H:15]1[C@@H:20]([O:21][CH2:22][C:23]2[CH:28]=[C:27]([C:29]([F:32])([F:30])[F:31])[CH:26]=[C:25]([F:33])[CH:24]=2)[CH2:19][CH2:18][N:17]([S:35]([CH3:34])(=[O:37])=[O:36])[CH2:16]1)([C:9]1[CH:14]=[CH:13][CH:12]=[CH:11][CH:10]=1)[C:3]1[CH:8]=[CH:7][CH:6]=[CH:5][CH:4]=1 |f:0.1|. Procedure details: To a solution of the compound (28.8 mg) obtained in Example 26 in THF (2.0 ml), Et3N (25.1 μl) was added, methylsulfonyl chloride (9.3 μl) was added at 0° C., and the reaction mixture was reacted at room temperature 24 hours. The reaction mixture was poured into water, and then the product was extracted with ethyl acetate. The organic layer was washed with an aqueous 10% citric acid solution and saturated brine, and dried, and the solvent was evaporated under reduced pressure, and then the resid...